From a dataset of the Open Reaction Database (ORD), a public repository of structured organic reaction records. describe an organic reaction: reactants, conditions, products, and yield Starting materials: [Cl-].C(C)(C)C=1C=C(C(=O)C[P+](C2=CC=CC=C2)(C2=CC=CC=C2)C2=CC=CC=C2)C=CC1OCC(=O)NC=1SC2=C(N1)C=CC=C2 ([3-isopropyl-4-(2-benzothiazolylaminocarbonylmethoxy)benzoyl]methyltriphenylphosphonium chloride), C1CCC2=NCCCN2CC1 (DBU). Run in CO (methanol). Conditions: time 2 hour. Product: C(C)(C)C=1C=C(C(=O)C=P(C2=CC=CC=C2)(C2=CC=CC=C2)C2=CC=CC=C2)C=CC1OCC(=O)NC=1SC2=C(N1)C=CC=C2 ([3-isopropyl-4-(2-benzothiazolylaminocarbonylmethoxy)benzoyl]methylenetriphenylphosphorane). Yield: 72.8%. As a reaction SMILES: [Cl-].[CH:2]([C:5]1[CH:6]=[C:7]([CH:30]=[CH:31][C:32]=1[O:33][CH2:34][C:35]([NH:37][C:38]1[S:39][C:40]2[CH:46]=[CH:45][CH:44]=[CH:43][C:41]=2[N:42]=1)=[O:36])[C:8]([CH2:10][P+:11]([C:24]1[CH:29]=[CH:28][CH:27]=[CH:26][CH:25]=1)([C:18]1[CH:23]=[CH:22][CH:21]=[CH:20][CH:19]=1)[C:12]1[CH:17]=[CH:16][CH:15]=[CH:14][CH:13]=1)=[O:9])([CH3:4])[CH3:3].C1CCN2C(=NCCC2)CC1>CO>[CH:2]([C:5]1[CH:6]=[C:7]([CH:30]=[CH:31][C:32]=1[O:33][CH2:34][C:35]([NH:37][C:38]1[S:39][C:40]2[CH:46]=[CH:45][CH:44]=[CH:43][C:41]=2[N:42]=1)=[O:36])[C:8]([CH:10]=[P:11]([C:18]1[CH:23]=[CH:22][CH:21]=[CH:20][CH:19]=1)([C:24]1[CH:29]=[CH:28][CH:27]=[CH:26][CH:25]=1)[C:12]1[CH:13]=[CH:14][CH:15]=[CH:16][CH:17]=1)=[O:9])([CH3:4])[CH3:3] |f:0.1|. Procedure details: To a solution of [3-isopropyl-4-(2-benzothiazolylaminocarbonylmethoxy)benzoyl]methyltriphenylphosphonium chloride (3.3 g) in methanol (50 ml) is added DBU (1 ml), and the mixture is stirred at room temperature for two hours. The precipitated crystals are collected by filtration, washed with methanol, and dried to give [3-isopropyl-4-(2-benzothiazolylaminocarbonylmethoxy)benzoyl]methylenetriphenylphosphorane (2.27 g). Reactants: [Cl-], Cl, Nc1onc(C(F)(F)F)c1-c1ccccc1, [Na+], O=[N+]([O-])[O-], O. Product: FC(F)(F)c1noc(Cl)c1-c1ccccc1. As a reaction SMILES: [Cl-:18].[ClH:17].[F:1][C:2]([c:3]1[n:4][o:5][c:6]([NH2:14])[c:7]1-[c:8]1[cH:9][cH:10][cH:11][cH:12][cH:13]1)([F:15])[F:16].[Na+:19].[O-:20][N+:21](=[O:22])[O-:23].[OH2:24]>>[F:1][C:2]([c:3]1[n:4][o:5][c:6]([Cl:17])[c:7]1-[c:8]1[cH:9][cH:10][cH:11][cH:12][cH:13]1)([F:15])[F:16].